Task: describe an organic reaction: reactants, conditions, products, and yield. Dataset: the Open Reaction Database (ORD), a public repository of structured organic reaction records Reactants: ClCCCBr, ClCCCOc1ccc(-c2c3c(nc4ccnn24)CCCCC3)cc1, Oc1ccc(-c2c3c(nc4ccnn24)CCCC3)cc1. Product: ClCCCOc1ccc(-c2c3c(nc4ccnn24)CCCC3)cc1. As a reaction SMILES: [Br:46][CH2:47][CH2:48][CH2:49][Cl:50].[Cl:1][CH2:2][CH2:3][CH2:4][O:5][c:6]1[cH:7][cH:8][c:9](-[c:12]2[n:13]3[n:14][cH:15][cH:16][c:17]3[n:18][c:19]3[c:20]2[CH2:21][CH2:22][CH2:23][CH2:24][CH2:25]3)[cH:10][cH:11]1.[n:26]1[n:27]2[c:28]([n:29][c:30]3[c:31]([c:32]2-[c:33]2[cH:34][cH:35][c:36]([OH:37])[cH:38][cH:39]2)[CH2:40][CH2:41][CH2:42][CH2:43]3)[cH:44][cH:45]1>>[Cl:1][CH2:2][CH2:3][CH2:4][O:5][c:6]1[cH:7][cH:8][c:9](-[c:12]2[n:13]3[n:14][cH:15][cH:16][c:17]3[n:18][c:19]3[c:20]2[CH2:22][CH2:23][CH2:24][CH2:25]3)[cH:10][cH:11]1. The reactants are CN(C=CC(=O)C1=CC(=CC=C1)C(F)(F)F)C (3-dimethylamino-3'-(trifluoromethyl)acrylophenone), NC=1N=CNC1C#N (4-amino-5-imidazolecarbonitrile). The solvent is C(C)(=O)O (acetic acid). The product is FC(C1=CC(=CC=C1)C1=CC=NC=2N1C=NC2C#N)(F)F (4-(α,α,α-Trifluoro-m-tolyl)imidazo[1,5-a]pyrimidine-8-carbonitrile). RXN SMILES: C[N:2]([CH3:17])[CH:3]=[CH:4][C:5]([C:7]1[CH:12]=[CH:11][CH:10]=[C:9]([C:13]([F:16])([F:15])[F:14])[CH:8]=1)=O.[NH2:18][C:19]1[N:20]=[CH:21][NH:22][C:23]=1C#N>C(O)(=O)C>[F:16][C:13]([F:14])([F:15])[C:9]1[CH:10]=[CH:11][CH:12]=[C:7]([C:5]2[N:20]3[CH:21]=[N:22][C:23]([C:19]#[N:18])=[C:17]3[N:2]=[CH:3][CH:4]=2)[CH:8]=1. Procedure details: A mixture of 0.01 mole of 3-dimethylamino-3'-(trifluoromethyl)acrylophenone and 0.01 mole of 4-amino-5-imidazolecarbonitrile in 30 ml. of glacial acetic acid is refluxed for 6 hours. The solvent is removed under reduced pressure and worked up as for Example 29 to give the product as crystals, m.p. 168°-169° C. The reactants are CS(=O)(=O)C1=CC=C(C=C1)NC1=NNC=C1C#N (3-{[4-(methylsulfonyl)phenyl]amino}-1H-pyrazole-4-carbonitrile), ClC1=CC=C(C=C1)B(O)O ((4-chlorophenyl)boronic acid), N1=CC=CC=C1 (pyridine), Cl (HCl). The reagents and catalysts are C(C)(=O)[O-].[Cu+2].C(C)(=O)[O-] (copper(II) acetate). Run in C(Cl)Cl (DCM). Yields the product ClC1=CC=C(C=C1)N1N=C(C(=C1)C#N)NC1=CC=C(C=C1)S(=O)(=O)C (1-(4-chlorophenyl)-3-{[4-(methylsulfonyl)phenyl]amino}-1H-pyrazole-4-carbonitrile). Reaction SMILES: [CH3:1][S:2]([C:5]1[CH:10]=[CH:9][C:8]([NH:11][C:12]2[C:16]([C:17]#[N:18])=[CH:15][NH:14][N:13]=2)=[CH:7][CH:6]=1)(=[O:4])=[O:3].[Cl:19][C:20]1[CH:25]=[CH:24][C:23](B(O)O)=[CH:22][CH:21]=1.N1C=CC=CC=1.Cl>C(Cl)Cl.C([O-])(=O)C.[Cu+2].C([O-])(=O)C>[Cl:19][C:20]1[CH:25]=[CH:24][C:23]([N:14]2[CH:15]=[C:16]([C:17]#[N:18])[C:12]([NH:11][C:8]3[CH:7]=[CH:6][C:5]([S:2]([CH3:1])(=[O:3])=[O:4])=[CH:10][CH:9]=3)=[N:13]2)=[CH:22][CH:21]=1 |f:5.6.7|. Procedure: 3-{[4-(methylsulfonyl)phenyl]amino}-1H-pyrazole-4-carbonitrile (64 mg, 0.244 mmol), copper(II) acetate (66.5 mg, 0.366 mmol), (4-chlorophenyl)boronic acid (76 mg, 0.488 mmol) and pyridine (0.079 mL, 0.976 mmol) were stirred in DCM (8 mL) at room temperature overnight. 2 N HCl was added and the products extracted into EtOAc (×2). The combined organic extracts were washed with brine, dried over MgSO4 and concentrated in vacuo. Purification of the residue twice by MPLC (5-60% EtOAc-hexanes) gave 1-...